Dataset: the Open Reaction Database (ORD), a public repository of structured organic reaction records. Task: describe an organic reaction: reactants, conditions, products, and yield The reactants are BrN1C(CCC1=O)=O (N-bromosuccinimide), C(C1=CC=CC=C1)(=O)OOC(C1=CC=CC=C1)=O (dibenzoyl peroxide), CC1=CC=CC2=CC=CC(=C12)C (1,8-Dimethyl-naphthalene). The solvent is C(Cl)(Cl)(Cl)Cl (carbon tetrachloride). Product: BrCC1=CC=CC2=CC=CC(=C12)C (1-Bromomethyl-8-methyl-naphthalene). Reaction SMILES: [CH3:1][C:2]1[C:11]2[C:6](=[CH:7][CH:8]=[CH:9][C:10]=2[CH3:12])[CH:5]=[CH:4][CH:3]=1.[Br:13]N1C(=O)CCC1=O.C(OOC(=O)C1C=CC=CC=1)(=O)C1C=CC=CC=1>C(Cl)(Cl)(Cl)Cl>[Br:13][CH2:1][C:2]1[C:11]2[C:6](=[CH:7][CH:8]=[CH:9][C:10]=2[CH3:12])[CH:5]=[CH:4][CH:3]=1. Reported procedure: 1,8-Dimethyl-naphthalene (1.30 g, 8.32 mmol) was dissolved in dry carbon tetrachloride (80 mL). To the reaction mixture was added N-bromosuccinimide (1.39 g, 7.82 mmol), dibenzoyl peroxide (6 mg, catalyst) and the reaction mixture was refluxing for 6 hours under nitrogen atmosphere. The reaction mixture was cooled to room temperature, a precipitate formed on cooling and the precipitate was separated by filtration. The filtrate was evaporated in vacuo to yield the title compound as a solid which ... Starting materials: solid, C(C)(C)(C)C1=CC=C(CN2C=CC3=CC(=CC=C23)Br)C=C1 (1-[4-(tert-Butyl)benzyl]-5-bromo-1H-indole), C([O-])([O-])=O.[K+].[K+] (potassium carbonate), FC(OC1=CC=C(C=C1)B(O)O)(F)F (4-trifluoromethoxyphenyl boronic acid), ClCCl (dichloromethane). Run in O (water), O1CCOCC1 (dioxane). Product: C(C)(C)(C)C1=CC=C(CN2C=CC3=CC(=CC=C23)C2=CC=C(C=C2)OC(F)(F)F)C=C1 (1-[4-(tert-Butyl)benzyl]-5-[4-(trifluoromethoxy)phenyl]-1H-indole). RXN SMILES: [C:1]([C:5]1[CH:21]=[CH:20][C:8]([CH2:9][N:10]2[C:18]3[C:13](=[CH:14][C:15](Br)=[CH:16][CH:17]=3)[CH:12]=[CH:11]2)=[CH:7][CH:6]=1)([CH3:4])([CH3:3])[CH3:2].[F:22][C:23]([F:35])([F:34])[O:24][C:25]1[CH:30]=[CH:29][C:28](B(O)O)=[CH:27][CH:26]=1.ClCCl.C(=O)([O-])[O-].[K+].[K+]>O1CCOCC1.O>[C:1]([C:5]1[CH:21]=[CH:20][C:8]([CH2:9][N:10]2[C:18]3[C:13](=[CH:14][C:15]([C:28]4[CH:27]=[CH:26][C:25]([O:24][C:23]([F:22])([F:34])[F:35])=[CH:30][CH:29]=4)=[CH:16][CH:17]=3)[CH:12]=[CH:11]2)=[CH:7][CH:6]=1)([CH3:4])([CH3:3])[CH3:2] |f:3.4.5|. Procedure: 1-[4-(tert-Butyl)benzyl]-5-[4-(trifluoromethoxy)phenyl]-1H-indole was prepared by coupling 1-[4-(tert-Butyl)benzyl]-5-bromo-1H-indole (5.34 g, 15.6 mmol), and 4-trifluoromethoxyphenyl boronic acid (3.86 g, 18.7 mmol), using [1,1′-bis(diphenylphosphino)ferrocene]dichloropalladium(II) complex with dichloromethane (1:1) (0.453 g, 0.555 mmol), and potassium carbonate (3.22 g, 23.3 mmol) in dioxane (120 mL) and water (11.8 mL) following the procedure described in Step 1 of Example 11. Purification by...